From a dataset of the Open Reaction Database (ORD), a public repository of structured organic reaction records. describe an organic reaction: reactants, conditions, products, and yield Reactants: ClC1=C(C=CC(=C1)O)C(C(C(F)(F)F)(O)C=1C=CC2=C(N(C(CO2)=O)C)C1)C (6-[2-(2-Chloro-4-hydroxy-phenyl)-1-hydroxy-1-trifluoromethyl-propyl]-4-methyl-4H-benzo[1,4]oxazin-3-one), C(C)OC(C1=C(N=C(C=C1)Cl)C(F)(F)F)=O (6-chloro-2-trifluoromethyl-nicotinic acid ethylester), C1CN2CCN1CC2 (DABCO). Yields the product C(C)OC(C1=C(N=C(C=C1)OC1=CC(=C(C=C1)C(C(C(F)(F)F)(C=1C=CC2=C(N(C(CO2)=O)C)C1)O)C)Cl)C(F)(F)F)=O (6-{3-Chloro-4-[3,3,3-trifluoro-2-hydroxy-1-methyl-2-(4-methyl-3-oxo-3,4-dihydro-2H-benzo[1,4]oxazin-6-yl)-propyl]-phenoxy}-2-trifluoromethyl-nicotinic acid ethyl ester). As a reaction SMILES: [Cl:1][C:2]1[CH:7]=[C:6]([OH:8])[CH:5]=[CH:4][C:3]=1[CH:9]([CH3:28])[C:10]([C:16]1[CH:17]=[CH:18][C:19]2[O:24][CH2:23][C:22](=[O:25])[N:21]([CH3:26])[C:20]=2[CH:27]=1)([OH:15])[C:11]([F:14])([F:13])[F:12].[CH2:29]([O:31][C:32](=[O:44])[C:33]1[CH:38]=[CH:37][C:36](Cl)=[N:35][C:34]=1[C:40]([F:43])([F:42])[F:41])[CH3:30].C1N2CCN(CC2)C1>>[CH2:29]([O:31][C:32](=[O:44])[C:33]1[CH:38]=[CH:37][C:36]([O:8][C:6]2[CH:5]=[CH:4][C:3]([CH:9]([CH3:28])[C:10]([OH:15])([C:16]3[CH:17]=[CH:18][C:19]4[O:24][CH2:23][C:22](=[O:25])[N:21]([CH3:26])[C:20]=4[CH:27]=3)[C:11]([F:12])([F:13])[F:14])=[C:2]([Cl:1])[CH:7]=2)=[N:35][C:34]=1[C:40]([F:41])([F:42])[F:43])[CH3:30]. Procedure details: In analogy to Example 62, step 1, 6-[2-(2-chloro-4-hydroxy-phenyl)-1-hydroxy-1-trifluoromethyl-propyl]-4-methyl-4H-benzo[1,4]oxazin-3-one (Example 56, Step 4) was reacted with 6-chloro-2-trifluoromethyl-nicotinic acid ethylester and DABCO (17 h, r.t.) to give the title compound as a white solid. MS (m/e)=633.2 [M+H+] The reactants are solution, ClC=1C=C2C=C(NC2=C(C1)Cl)C1=CC=C(C=C1)Cl (5,7-dichloro-2-(p-chlorophenyl)-indole), S(=O)(Cl)Cl (thionyl chloride). The solvent is O1CCCC1 (tetrahydrofuran). Conditions: time 16 hour. The product is ClC1=C(NC2=C(C=C(C=C12)Cl)Cl)C1=CC=C(C=C1)Cl (3,5,7-trichloro-2-(p-chlorophenyl)indole). Yield: 76.0%. Reaction SMILES: [Cl:1][C:2]1[CH:3]=[C:4]2[C:8](=[C:9]([Cl:11])[CH:10]=1)[NH:7][C:6]([C:12]1[CH:17]=[CH:16][C:15]([Cl:18])=[CH:14][CH:13]=1)=[CH:5]2.S(Cl)([Cl:21])=O>O1CCCC1>[Cl:21][C:5]1[C:4]2[C:8](=[C:9]([Cl:11])[CH:10]=[C:2]([Cl:1])[CH:3]=2)[NH:7][C:6]=1[C:12]1[CH:13]=[CH:14][C:15]([Cl:18])=[CH:16][CH:17]=1. Reported procedure: (1.0 g, 3.38 mmole) A solution of 5,7-dichloro-2-(p-chlorophenyl)-indole(in tetrahydrofuran is treated dropwise with 1.0 mL of thionyl chloride, stirred for 16 hours at room temperature, poured over ice and filtered. The filtercake is air-dried to afford the title product as a yellow solid, 0.85 g (76% yield), mp 148°-149° C., identified by IR, 1HNMR and elemental analyses. Reactants: COC=1C=C(CNC(C(O)C2OCCCC2)CNCC2=CC(=C(C=C2)OC)OC)C=CC1OC (2,3 bis-(3,4-dimethoxybenzylamino)-1-(2-tetrahydropyranyl) propanol). Reagents/catalysts: O=[Pt]=O (PtO2). Run in C(C)O (ethanol). Conditions: time 24 hour. Product: COC=1C=C(CNC(C(O)C2OCCCC2)(C)NCC2=CC(=C(C=C2)OC)OC)C=CC1OC (bis-(3,4-dimethoxybenzylamino)-1-(2 tetrahydropyranyl) propanol). The yield is 100.0%. RXN SMILES: [CH3:1][O:2][C:3]1[CH:4]=[C:5]([CH:30]=[CH:31][C:32]=1[O:33][CH3:34])[CH2:6][NH:7][CH:8]([CH2:17]NCC1C=CC(OC)=C(OC)C=1)[CH:9]([CH:11]1[CH2:16][CH2:15][CH2:14][CH2:13][O:12]1)[OH:10]>C(O)C.O=[Pt]=O>[CH3:1][O:2][C:3]1[CH:4]=[C:5]([CH:30]=[CH:31][C:32]=1[O:33][CH3:34])[CH2:6][NH:7][C:8]([NH:7][CH2:6][C:5]1[CH:30]=[CH:31][C:32]([O:33][CH3:34])=[C:3]([O:2][CH3:1])[CH:4]=1)([CH3:17])[CH:9]([CH:11]1[CH2:16][CH2:15][CH2:14][CH2:13][O:12]1)[OH:10]. Reported procedure: A solution of 83 g of (5) in 200 ml of absolute ethanol, containing 0.3 g of PtO2 was hydrogenated at atmospheric pressure and room temperature. After 24 hours, the catalyst was filtered off and the solvent evaporated. The crude product was chromatographed on a silica gel column with EtOAc-Et3N-MeOH (90:5:5) to give diamine (6) (41.5 g) with a 47.6% yield from (4). The reactants are CC=1SC(=C(N1)C)C(C)(O)C=1SC=CN1 (1-(2,4-Dimethyl-5-thiazolyl)-1-(2-thiazolyl)ethanol), C1(=CC=CC=C1)P(=O)(C1=CC=CC=C1)N=[N+]=[N-] (Diphenylphosphoryl azide), N12CCCCCC2=NCCC1 (1,8-diazabicyclo[5,4,0]undec-7-ene). Solvent: C1=CC=CC=C1 (benzene), C(C)(=O)OCC (ethyl acetate), O (water). Conditions: time 72 hour. The product is N(=[N+]=[N-])C(C)(C=1SC=CN1)C1=C(N=C(S1)C)C (1-Azido-1-(2,4-dimethyl-5-thiazolyl)-1-(2-thiazolyl)ethane). RXN SMILES: [CH3:1][C:2]1[S:3][C:4]([C:8]([C:11]2[S:12][CH:13]=[CH:14][N:15]=2)(O)[CH3:9])=[C:5]([CH3:7])[N:6]=1.C1(P([N:30]=[N+:31]=[N-:32])(C2C=CC=CC=2)=O)C=CC=CC=1.N12CCCN=C1CCCCC2>C1C=CC=CC=1.C(OCC)(=O)C.O>[N:30]([C:8]([C:4]1[S:3][C:2]([CH3:1])=[N:6][C:5]=1[CH3:7])([C:11]1[S:12][CH:13]=[CH:14][N:15]=1)[CH3:9])=[N+:31]=[N-:32]. Procedure: 1-(2,4-Dimethyl-5-thiazolyl)-1-(2-thiazolyl)ethanol (200 mg) was suspended in benzene (2 ml ) at room temperature. Diphenylphosphoryl azide (212 μl) was added, followed by 1,8-diazabicyclo[5,4,0]undec-7-ene (152 μl). The mixture was stirred at ambient temperature for 72 hours and was then diluted with ethyl acetate and water. Work-up in the usual fashion including flash chromatography then gave the title compound.